From a dataset of the Open Reaction Database (ORD), a public repository of structured organic reaction records. describe an organic reaction: reactants, conditions, products, and yield Reactants: CNC1=NS(=O)N=C1OC, CO, NCCCOn1cc(CN2CCCCC2)cn1. Yields the product CNC1=NS(=O)N=C1NCCCOn1cc(CN2CCCCC2)cn1. RXN SMILES: [CH3:1][NH:2][C:3]1=[N:7][S:6](=[O:8])[N:5]=[C:4]1[O:9][CH3:10].[CH3:28][OH:29].[N:11]1([CH2:17][c:18]2[cH:19][n:20][n:21]([O:23][CH2:24][CH2:25][CH2:26][NH2:27])[cH:22]2)[CH2:12][CH2:13][CH2:14][CH2:15][CH2:16]1>>[CH3:1][NH:2][C:3]1=[N:7][S:6](=[O:8])[N:5]=[C:4]1[NH:27][CH2:26][CH2:25][CH2:24][O:23][n:21]1[n:20][cH:19][c:18]([CH2:17][N:11]2[CH2:12][CH2:13][CH2:14][CH2:15][CH2:16]2)[cH:22]1. The reactants are C(C)(C)(C)OC(=O)N1CCN(CC1)C1=C(C=NC=C1)[N+](=O)[O-] (4-(3-nitro-pyridin-4-yl)-piperazine-1-carboxylic acid tert-butyl ester). Reagents/catalysts: [Pd] (Pd on carbon). Run in CO.CCOC(=O)C (MeOH EtOAc). Run at time 15 hour. The product is C(C)(C)(C)OC(=O)N1CCN(CC1)C1=C(C=NC=C1)N (4-(3-amino-pyridin-4-yl)-piperazine-1-carboxylic acid tert-butyl ester). As a reaction SMILES: [C:1]([O:5][C:6]([N:8]1[CH2:13][CH2:12][N:11]([C:14]2[CH:19]=[CH:18][N:17]=[CH:16][C:15]=2[N+:20]([O-])=O)[CH2:10][CH2:9]1)=[O:7])([CH3:4])([CH3:3])[CH3:2]>CO.CCOC(C)=O.[Pd]>[C:1]([O:5][C:6]([N:8]1[CH2:9][CH2:10][N:11]([C:14]2[CH:19]=[CH:18][N:17]=[CH:16][C:15]=2[NH2:20])[CH2:12][CH2:13]1)=[O:7])([CH3:4])([CH3:2])[CH3:3] |f:1.2|. Reported procedure: The 4-(3-nitro-pyridin-4-yl)-piperazine-1-carboxylic acid tert-butyl ester (633 mg) was then diluted with MeOH/EtOAc (1:1, 10 mL) and to the resulting solution was added Pd on carbon (5% Pd). The resulting reaction mixture was stirred under a hydrogen atmosphere at room temperature for about 15 hours. The reaction mixture was filtered through a pad of celite and the filtrate was concentrated in vacuo to provide 4-(3-amino-pyridin-4-yl)-piperazine-1-carboxylic acid tert-butyl ester as a solid for...